From a dataset of the Open Reaction Database (ORD), a public repository of structured organic reaction records. describe an organic reaction: reactants, conditions, products, and yield Reactants: C(C)(=O)OC1C2C[C@H](C(C1)N2)C(=O)OCC (ethyl (5R)-2-acetoxy-7-azabicyclo[2.2.1]heptane-5-carboxylate), 1235-p, C([O-])([O-])=O.[Na+].[Na+] (sodium carbonate), C(=O)(OCC1=CC=CC=C1)Cl (CbzCl), O=C1C2CCC(C1)(N2C(=O)OC(C)(C)C)C(=O)OC (O7-tert-butyl O4-methyl 2-oxo-7-azabicyclo[2.2.1]heptane-4,7-dicarboxylate), C(C)(=O)N[C@@H]1CC=CC[C@H]1C(=O)OC (methyl trans-6-acetamidocyclohex-3-ene-1-carboxylate). Solvent: C(Cl)Cl (DCM), O (water). Run at time 2 hour. Yields the product C(C)(=O)OC1C2CC(C(C1)N2C(=O)OCC2=CC=CC=C2)C(=O)OC (O7-benzyl O5-methyl 2-acetoxy-7-azabicyclo[2.2.1]heptane-5,7-dicarboxylate). RXN SMILES: [C:1]([O:4][CH:5]1[CH2:10][CH:9]2[NH:11][CH:6]1[CH2:7][C@H:8]2[C:12]([O:14][CH2:15]C)=[O:13])(=[O:3])[CH3:2].O=C1CC2(C(OC)=O)N(C(OC(C)(C)C)=O)C1CC2.C(N[C@H]1[C@H](C(OC)=O)CC=CC1)(=O)C.C(=O)([O-])[O-].[Na+].[Na+].[C:56](Cl)([O:58][CH2:59][C:60]1[CH:65]=[CH:64][CH:63]=[CH:62][CH:61]=1)=[O:57]>C(Cl)Cl.O>[C:1]([O:4][CH:5]1[CH2:10][CH:9]2[N:11]([C:56]([O:58][CH2:59][C:60]3[CH:65]=[CH:64][CH:63]=[CH:62][CH:61]=3)=[O:57])[CH:6]1[CH2:7][CH:8]2[C:12]([O:14][CH3:15])=[O:13])(=[O:3])[CH3:2] |f:3.4.5|. Procedure: A mixture of ethyl (5R)-2-acetoxy-7-azabicyclo[2.2.1]heptane-5-carboxylate 151b (prepared in analogy to O7-tert-butyl O4-methyl 2-oxo-7-azabicyclo[2.2.1]heptane-4,7-dicarboxylate starting from methyl trans-6-acetamidocyclohex-3-ene-1-carboxylate with procedures reported in the literature: Org. Lett., Vol. 9, No. 7, 2007 p 1235-p 1238) (0.55 g, 2.4 mmol) in DCM (10 mL) and sodium carbonate (0.76 g, 7.2 mmol) in water (3 mL) was added CbzCl (0.61 g, 3.6 mmol) dropwise. After addition, the mixture ... Reactants: O=C(O)c1cc(Br)ccc1Cl, Cc1cccc(-c2sc(C)nc2C(=O)N2CC3CC3C2CN)c1. Product: Cc1cccc(-c2sc(C)nc2C(=O)N2CC3CC3C2CNC(=O)c2cc(Br)ccc2Cl)c1. As a reaction SMILES: [Br:24][c:25]1[cH:26][cH:27][c:28]([Cl:34])[c:29]([C:30](=[O:31])[OH:32])[cH:33]1.[NH2:1][CH2:2][CH:3]1[CH:4]2[CH2:5][CH:6]2[CH2:7][N:8]1[C:9](=[O:10])[c:11]1[n:12][c:13]([CH3:23])[s:14][c:15]1-[c:16]1[cH:17][c:18]([CH3:22])[cH:19][cH:20][cH:21]1>>[NH:1]([CH2:2][CH:3]1[CH:4]2[CH2:5][CH:6]2[CH2:7][N:8]1[C:9](=[O:10])[c:11]1[n:12][c:13]([CH3:23])[s:14][c:15]1-[c:16]1[cH:17][c:18]([CH3:22])[cH:19][cH:20][cH:21]1)[C:30]([c:29]1[c:28]([Cl:34])[cH:27][cH:26][c:25]([Br:24])[cH:33]1)=[O:31]. Procedure: Allyl (5R,6S)-3-(3-methoxyphenyl)-7-oxo-6-{(1R)-1-[(trimethylsilyl)oxy]ethyl}-1-azabicyclo[3.2.0]hept-2-ene-2-carboxylate (1.70 g, 4.09 mmol) prepared by step c) was dissolved in THF (40 ml) and water (20 ml), and the mixture was cooled in a water bath and thereto was gradually dropped 1N hydrochloric acid using a pH meter so as to become pH=2.5. After 15 minutes, thereto were added an aqueous saturated sodium hydrogencarbonate solution (50 ml) and saturated brine (50 ml), and the mixture was ex... Conditions: time 15 minute. Isolated yield 97.6%. Yields the product O[C@H](C)[C@@H]1[C@H]2CC(=C(N2C1=O)C(=O)OCC=C)C1=CC(=CC=C1)OC (allyl (5R,6S)-6-[(1R)-1-hydroxyethyl]-3-(3-methoxyphenyl)-7-oxo1-azabicyclo[3.2.0]hept-2-ene-2-carboxylate). The reactants are C(O)([O-])=O.[Na+] (sodium hydrogencarbonate), Cl (hydrochloric acid), COC=1C=C(C=CC1)C1=C(N2C([C@@H]([C@H]2C1)[C@@H](C)O[Si](C)(C)C)=O)C(=O)OCC=C (allyl (5R,6S)-3-(3-methoxyphenyl)-7-oxo-6-{(1R)-1-[(trimethylsilyl)oxy]ethyl}-1-azabicyclo[3.2.0]hept-2-ene-2-carboxylate). Solvent: [Cl-].[Na+].O (brine), O (water), C1CCOC1 (THF). RXN SMILES: [CH3:1][O:2][C:3]1[CH:4]=[C:5]([C:9]2[CH2:15][C@H:14]3[N:11]([C:12](=[O:23])[C@@H:13]3[C@H:16]([O:18][Si](C)(C)C)[CH3:17])[C:10]=2[C:24]([O:26][CH2:27][CH:28]=[CH2:29])=[O:25])[CH:6]=[CH:7][CH:8]=1.Cl.C(=O)([O-])O.[Na+]>C1COCC1.O.[Cl-].[Na+].O>[OH:18][C@@H:16]([C@H:13]1[C:12](=[O:23])[N:11]2[C@@H:14]1[CH2:15][C:9]([C:5]1[CH:6]=[CH:7][CH:8]=[C:3]([O:2][CH3:1])[CH:4]=1)=[C:10]2[C:24]([O:26][CH2:27][CH:28]=[CH2:29])=[O:25])[CH3:17] |f:2.3,6.7.8|. The reactants are CI, [H-], [Na+], CN(C)C=O, COc1ccc(N2CCOCC2)c2sc(-c3nc4ccccc4[nH]3)nc12. Yields the product COc1ccc(N2CCOCC2)c2sc(-c3nc4ccccc4n3C)nc12. As a reaction SMILES: [CH3:29][I:30].[H-:28].[Na+:27].[O:31]=[CH:32][N:33]([CH3:34])[CH3:35].[nH:1]1[c:2](-[c:10]2[s:11][c:12]3[c:13]([n:14]2)[c:15]([O:25][CH3:26])[cH:16][cH:17][c:18]3[N:19]2[CH2:20][CH2:21][O:22][CH2:23][CH2:24]2)[n:3][c:4]2[c:5]1[cH:6][cH:7][cH:8][cH:9]2>>[n:1]1[c:2](-[c:10]2[s:11][c:12]3[c:13]([n:14]2)[c:15]([O:25][CH3:26])[cH:16][cH:17][c:18]3[N:19]2[CH2:20][CH2:21][O:22][CH2:23][CH2:24]2)[n:3]([CH3:29])[c:4]2[c:5]1[cH:6][cH:7][cH:8][cH:9]2. Starting materials: CCOC(=O)c1sc(Br)nc1C, O=c1cc(OCc2ccccc2)cc[nH]1. The product is CCOC(=O)c1sc(-n2ccc(OCc3ccccc3)cc2=O)nc1C. As a reaction SMILES: [Br:16][c:17]1[s:18][c:19]([C:23](=[O:24])[O:25][CH2:26][CH3:27])[c:20]([CH3:22])[n:21]1.[CH2:1]([c:2]1[cH:3][cH:4][cH:5][cH:6][cH:7]1)[O:8][c:9]1[cH:10][c:11](=[O:15])[nH:12][cH:13][cH:14]1>>[CH2:1]([c:2]1[cH:3][cH:4][cH:5][cH:6][cH:7]1)[O:8][c:9]1[cH:10][c:11](=[O:15])[n:12](-[c:17]2[s:18][c:19]([C:23](=[O:24])[O:25][CH2:26][CH3:27])[c:20]([CH3:22])[n:21]2)[cH:13][cH:14]1. The reactants are CO, [Li+], [OH-], O, CCOC(=O)c1nc(-c2ccccc2)n2c1CN(C(=O)OC(C)(C)C)CCC2. The product is CC(C)(C)OC(=O)N1CCCn2c(-c3ccccc3)nc(C(=O)O)c2C1. RXN SMILES: [CH3:32][OH:33].[Li+:31].[OH-:30].[OH2:29].[c:1]1(-[c:7]2[n:8][c:9]([C:24](=[O:25])[O:26][CH2:27][CH3:28])[c:10]3[n:11]2[CH2:12][CH2:13][CH2:14][N:15]([C:17](=[O:18])[O:19][C:20]([CH3:21])([CH3:22])[CH3:23])[CH2:16]3)[cH:2][cH:3][cH:4][cH:5][cH:6]1>>[c:1]1(-[c:7]2[n:8][c:9]([C:24](=[O:25])[OH:26])[c:10]3[n:11]2[CH2:12][CH2:13][CH2:14][N:15]([C:17](=[O:18])[O:19][C:20]([CH3:21])([CH3:22])[CH3:23])[CH2:16]3)[cH:2][cH:3][cH:4][cH:5][cH:6]1. The reactants are OO (Hydrogen peroxide), C(CC=C)C1=NC(=C(C#N)C=C1)O (6-But-3-enyl-2-hydroxynicotinonitrile). Run in CCO (EtOH), [OH-].[Na+] (NaOH). Run at temperature 50 celsius. Product: C(CC=C)C1=NC(=C(C(=O)N)C=C1)O (6-But-3-enyl-2-hydroxynicotinamide). Yield: 100.0%. Reaction SMILES: [OH:1]O.[CH2:3]([C:7]1[CH:14]=[CH:13][C:10]([C:11]#[N:12])=[C:9]([OH:15])[N:8]=1)[CH2:4][CH:5]=[CH2:6]>CCO.[OH-].[Na+]>[CH2:3]([C:7]1[CH:14]=[CH:13][C:10]([C:11]([NH2:12])=[O:1])=[C:9]([OH:15])[N:8]=1)[CH2:4][CH:5]=[CH2:6] |f:3.4|. Procedure details: Hydrogen peroxide (30 wt. % solution in water, 45 mL) was added to a solution of a1 (12.13 g, 70.2 mmol) in a mixture of EtOH (150 mL) and 10% aqueous NaOH (280 mL) at 23° C. The reaction mixture was heated to 50° C. for 18 h, then was cooled to 23° C. and the volatiles were removed under reduced pressure. The residue was acidified with 12 M HCl to pH 2-3, and the resulting precipitate was filtered, washed with water (2×50 mL), and air-dried to afford b1 as a yellow solid (13.48 g, 100%): mp=195... Reactants: [Cl-].C(#N)C1=CC=C(C[P+](C2=CC=CC=C2)(C2=CC=CC=C2)C2=CC=CC=C2)C=C1 (p-cyanobenzyl-triphenylphosphonium chloride), potassium t-butylate, C(=O)C1CCC(CC1)=O (4-formylcyclohexanone). The solvent is COCCOC (ethylene glycol dimethyl ether), COCCOC (ethylene glycol dimethyl ether). Conditions: temperature 0 celsius. Yields the product C(#N)C1=CC=C(C=C1)C=CC1CCC(CC1)=O (4-[ 2-(p-cyanophenyl)vinyl]cyclohexanone). Yield: 110.7%. Reaction SMILES: [Cl-].[C:2]([C:4]1[CH:29]=[CH:28][C:7]([CH2:8][P+](C2C=CC=CC=2)(C2C=CC=CC=2)C2C=CC=CC=2)=[CH:6][CH:5]=1)#[N:3].[CH:30]([CH:32]1[CH2:37][CH2:36][C:35](=[O:38])[CH2:34][CH2:33]1)=O>COCCOC>[C:2]([C:4]1[CH:5]=[CH:6][C:7]([CH:8]=[CH:30][CH:32]2[CH2:37][CH2:36][C:35](=[O:38])[CH2:34][CH2:33]2)=[CH:28][CH:29]=1)#[N:3] |f:0.1|. Reported procedure: 63.3 g of p-cyanobenzyl-triphenylphosphonium chloride, 17.2 g of potassium t-butylate and 195 ml of ethylene glycol dimethyl ether were placed in a sulphonation flask while stirring and gassing with nitrogen, whereby the internal temperature rose to 44° C. The brown suspension was cooled to 0° C. and treated within 2 minutes with a solution of 16.7 g of 4-formylcyclohexanone in 100 ml of ethylene glycol dimethyl ether. Thereafter, the cooling bath was removed and the reaction mixture was stirred... Product: CC(c1ccccc1)c2cc(Cl)nnc2N. The solvent is C(CCl)Cl (DCE). Run at time nan hour. The reagents and catalysts are c1ccc(cc1)-c2c3ccccc3cc4ccccc24 (9-Phenylanthracene), p1(N([C@H](c2ccccc2)C)[C@H](c2ccccc2)C)oc2c(c3c(o1)ccc1c3cccc1)c1c(cc2)cccc1, C(C[Ru]CC(C)=C)(C)=C.C1CC=CCCC=C1 (Ru(Me-allyl)2(COD)). Reactants: c1(cc(c(nn1)N)C(c1ccccc1)=C)Cl. Reaction SMILES: [NH2:1][c:2]1[c:8]([C:9]([c:11]2[cH:16][cH:15][cH:14][cH:13][cH:12]2)=[CH2:10])[cH:7][c:5]([Cl:6])[n:4][n:3]1>>[CH3:10][CH:9]([c:8]1[c:2]([NH2:1])[n:3][n:4][c:5]([Cl:6])[cH:7]1)[c:11]2[cH:16][cH:15][cH:14][cH:13][cH:12]2. The reactants are [OH-].[Na+] (NaOH), COC(=O)C=1N(C=NC1)C1C(N(CC2=CC=CC=C12)C)=O (3-(2-methyl-3-oxo-1,2,3,4-tetrahydro-isoquinolin-4-yl)-3H-imidazole-4-carboxylic acid methyl ester), solution, B (borane). Run in C1CCOC1 (THF), C1CCOC1 (THF). Run at time 1 hour. Product: COC(=O)C=1N(C=NC1)C1CN(CC2=CC=CC=C12)C (3-(2-methyl-1,2,3,4-tetrahydro-isoquinolin-4-yl)-3H-imidazole-4-carboxylic acid methyl ester). Reaction SMILES: [CH3:1][O:2][C:3]([C:5]1[N:6]([CH:10]2[C:19]3[C:14](=[CH:15][CH:16]=[CH:17][CH:18]=3)[CH2:13][N:12]([CH3:20])[C:11]2=O)[CH:7]=[N:8][CH:9]=1)=[O:4].B.[OH-].[Na+]>C1COCC1>[CH3:1][O:2][C:3]([C:5]1[N:6]([CH:10]2[C:19]3[C:14](=[CH:15][CH:16]=[CH:17][CH:18]=3)[CH2:13][N:12]([CH3:20])[CH2:11]2)[CH:7]=[N:8][CH:9]=1)=[O:4] |f:2.3|. Procedure: To a solution of 3-(2-methyl-3-oxo-1,2,3,4-tetrahydro-isoquinolin-4-yl)-3H-imidazole-4-carboxylic acid methyl ester (90 mg, 0.316 mmol) in THF (2 mL) is added a 1 M solution of borane in THF (1.6 mL, 1.6 mmol). The reaction is permitted to stir for 1 hour, at which time it is quenched with 1 M aqueous HCl. The acidified reaction is permitted to stir for one hour and then is treated with 1 N aqueous NaOH until the pH is >7. The mixture is then extracted with dichloromethane. The organic extract i...